Dataset: the Open Reaction Database (ORD), a public repository of structured organic reaction records. Task: describe an organic reaction: reactants, conditions, products, and yield Reactants: [N+](=O)([O-])C=1C=C(C=CC1)S(=O)(=O)CCO (2-(3-Nitro-phenylsulfonyl)-ethanol), CNC (dimethylamine). Run in C(C)O (ethanol), ClCCl (dichloromethane). Product: CN(CCS(=O)(=O)C1=CC(=CC=C1)[N+](=O)[O-])C (dimethyl-[2-(3-nitro-benzenesulfonyl)-ethyl]-amine). Yield: 59.6%. RXN SMILES: [N+:1]([C:4]1[CH:5]=[C:6]([S:10]([CH2:13][CH2:14]O)(=[O:12])=[O:11])[CH:7]=[CH:8][CH:9]=1)([O-:3])=[O:2].[CH3:16][NH:17][CH3:18]>C(O)C.ClCCl>[CH3:16][N:17]([CH3:18])[CH2:14][CH2:13][S:10]([C:6]1[CH:7]=[CH:8][CH:9]=[C:4]([N+:1]([O-:3])=[O:2])[CH:5]=1)(=[O:12])=[O:11]. Reported procedure: 2-(3-Nitro-phenylsulfonyl)-ethanol (0.5 g; 2.6 mmol) was dissolved in 3 mL ethanol and 2 mL of dichloromethane. Then 1 mL of (7.8 mmol) dimethylamine (33% in ethanol) was added, the reaction mixture was subsequently concentrated in vacuo, dissolved in dichloromethane, and the product was precipitated by adding diethyl ether and petrol ether. 0.4 g (1.55 mmol; 59% yield) of dimethyl-[2-(3-nitro-benzenesulfonyl)-ethyl]-amine were obtained as a yellow solid. The reactants are C(C1=CC=CC=C1)OC1=CC=2CC[C@H]3[C@@H]4CC[C@@H]([C@@]4(C)CC(=C3C2C=C1)CC=C)OCC1=CC=CC=C1 (3,17β-bis(benzyloxy)-11-(2-propenyl)estra-1,3,5(10),9(11)-tetraene), FC(CCCC(C(=O)OCC)CCCCCC=C)(C(C(C(F)(F)F)(F)F)(F)F)F (ethyl 2-(4,4,5,5,6,6,7,7,7-nonafluoroheptyl)-8-nonenoate). The product is OC1=CC=2CC[C@H]3[C@@H]4CC[C@@H]([C@@]4(C)C[C@@H]([C@@H]3C2C=C1)CCCCCCCCC(C(=O)O)CCCC(C(C(C(F)(F)F)(F)F)(F)F)(F)F)O (10-(3,17β-dihydroxyestra-1,3,5(10)-trien-11β-yl)-2-(4,4,5,5,6,6,7,7,7-nonafluoroheptyl)decanoic acid). Reaction SMILES: C([O:8][C:9]1[CH:26]=[CH:25][C:24]2[C:23]3[C@H:14]([C@H:15]4[C@@:19]([CH2:21][C:22]=3[CH2:27][CH:28]=[CH2:29])([CH3:20])[C@@H:18]([O:30]CC3C=CC=CC=3)[CH2:17][CH2:16]4)[CH2:13][CH2:12][C:11]=2[CH:10]=1)C1C=CC=CC=1.[F:38][C:39]([F:66])([C:56]([F:65])([F:64])[C:57]([F:63])([F:62])[C:58]([F:61])([F:60])[F:59])[CH2:40][CH2:41][CH2:42][CH:43]([CH2:49][CH2:50][CH2:51][CH2:52][CH2:53]C=C)[C:44]([O:46]CC)=[O:45]>>[OH:8][C:9]1[CH:26]=[CH:25][C:24]2[C@@H:23]3[C@H:14]([C@H:15]4[C@@:19]([CH2:21][C@@H:22]3[CH2:27][CH2:28][CH2:29][CH2:53][CH2:52][CH2:51][CH2:50][CH2:49][CH:43]([CH2:42][CH2:41][CH2:40][C:39]([F:38])([F:66])[C:56]([F:64])([F:65])[C:57]([F:63])([F:62])[C:58]([F:61])([F:59])[F:60])[C:44]([OH:46])=[O:45])([CH3:20])[C@@H:18]([OH:30])[CH2:17][CH2:16]4)[CH2:13][CH2:12][C:11]=2[CH:10]=1. Procedure details: Starting with the 3,17β-bis(benzyloxy)-11-(2-propenyl)estra-1,3,5(10),9(11)-tetraene prepared in Example 20 and ethyl 2-(4,4,5,5,6,6,7,7,7-nonafluoroheptyl)-8-nonenoate prepared separately, the same procedure as shown in Example 20 was repeated to give 10-(3,17β-dihydroxyestra-1,3,5(10)-trien-11β-yl)-2-(4,4,5,5,6,6,7,7,7-nonafluoroheptyl)decanoic acid.